From a dataset of the Open Reaction Database (ORD), a public repository of structured organic reaction records. describe an organic reaction: reactants, conditions, products, and yield Starting materials: C([O-])([O-])=O.[K+].[K+] (potassium carbonate), IC (iodomethane), N1=C(SC2=NC=CC=C21)S (thiazolo[5,4-b]pyridine-2-thiol), IC (iodomethane). Run in C1CCOC1 (THF), C(C)(=O)OCC (ethyl acetate). Run at time 16 hour. Product: CSC=1SC2=NC=CC=C2N1 (2-(methylthio)thiazolo[5,4-b]pyridine). Isolated yield 100.0%. Reaction SMILES: [N:1]1[C:9]2[C:4](=[N:5][CH:6]=[CH:7][CH:8]=2)[S:3][C:2]=1[SH:10].[C:11](=O)([O-])[O-].[K+].[K+].IC>C1COCC1.C(OCC)(=O)C>[CH3:11][S:10][C:2]1[S:3][C:4]2[C:9]([N:1]=1)=[CH:8][CH:7]=[CH:6][N:5]=2 |f:1.2.3|. Procedure details: To the suspension of thiazolo[5,4-b]pyridine-2-thiol (168 mg, 1.0 mmol) in THF (3.3 ml) was added potassium carbonate (193 mg, 1.4 mmol), followed by iodomethane (68.2 μl, 1.1 mmol) dropwise. The reaction mixture was stirred at room temperature for 16 h. Additional iodomethane were mixed in (40 uL) and stirred at room temperature for another 3 h. LCMS showed reaction was complete. The crude reaction mixture was suspended in ethyl acetate and washed with water, then brine, dried over sodium sulfa...